From a dataset of the Open Reaction Database (ORD), a public repository of structured organic reaction records. describe an organic reaction: reactants, conditions, products, and yield Starting materials: CC1=NN(C(=N1)C)C1=NC(=NC(=C1)C=C)CC (4-(3,5-dimethyl-1H-1,2,4-triazol-1-yl)-2-ethyl-6-vinylpyrimidine), [N+](=[N-])=CC(=O)OCC (ethyl diazoacetate). Run in C1(=CC=CC=C1)C (toluene). The product is C(C)OC(=O)[C@H]1[C@@H](C1)C1=NC(=NC(=C1)N1N=C(N=C1C)C)CC (ethyl-trans-2-(6-(3,5-dimethyl-1H-1,2,4-triazol-1-yl)-2-ethylpyrimidin-4-yl)cyclopropanecarboxylate). As a reaction SMILES: [CH3:1][C:2]1[N:6]=[C:5]([CH3:7])[N:4]([C:8]2[CH:13]=[C:12]([CH:14]=[CH2:15])[N:11]=[C:10]([CH2:16][CH3:17])[N:9]=2)[N:3]=1.[N+](=[CH:20][C:21]([O:23][CH2:24][CH3:25])=[O:22])=[N-]>C1(C)C=CC=CC=1>[CH2:24]([O:23][C:21]([C@@H:20]1[CH2:15][C@H:14]1[C:12]1[CH:13]=[C:8]([N:4]2[C:5]([CH3:7])=[N:6][C:2]([CH3:1])=[N:3]2)[N:9]=[C:10]([CH2:16][CH3:17])[N:11]=1)=[O:22])[CH3:25]. Procedure: To a solution of 4-(3,5-dimethyl-1H-1,2,4-triazol-1-yl)-2-ethyl-6-vinylpyrimidine (19-3, 860 mg, 3.75 mmol, 1.0 eq.) in toluene (20 mL) at 120° C. was added ethyl diazoacetate (0.79 mL, 7.50 mmol, 2.0 eq.) dropwise and the resulting mixture was refluxed for 4 hours. Toluene was removed by roto-evaporation and the resulting residue was purified by silica gel column chromatography (0-50% ethyl acetate in hexanes) to afford ethyl-trans-2-(6-(3,5-dimethyl-1H-1,2,4-triazol-1-yl)-2-ethylpyrimidin-4-yl... Starting materials: C(C)S(=O)(=O)C=1C=CC(=C(C1)C=1NC=CC1)OC (2-(5-ethylsulphonyl-2-methoxyphenyl)-1H-pyrrole), N1CCCCC1 (piperidine), C=O (formaldehyde), C(C)(=O)O (acetic acid). Solvent: C(C)O (ethanol), C(C)O (ethanol). Conditions: time 30 minute. The product is C(C)S(=O)(=O)C=1C=CC(=C(C1)C=1NC(=CC1)CN1CCCCC1)OC (2-(5-Ethylsulphonyl-2-methoxyphenyl)-5-(1-piperidinylmethyl)-1H-pyrrole). As a reaction SMILES: [NH:1]1[CH2:6][CH2:5][CH2:4][CH2:3][CH2:2]1.C=O.[C:9](O)(=O)C.[CH2:13]([S:15]([C:18]1[CH:19]=[CH:20][C:21]([O:29][CH3:30])=[C:22]([C:24]2[NH:25][CH:26]=[CH:27][CH:28]=2)[CH:23]=1)(=[O:17])=[O:16])[CH3:14]>C(O)C>[CH2:13]([S:15]([C:18]1[CH:19]=[CH:20][C:21]([O:29][CH3:30])=[C:22]([C:24]2[NH:25][C:26]([CH2:9][N:1]3[CH2:6][CH2:5][CH2:4][CH2:3][CH2:2]3)=[CH:27][CH:28]=2)[CH:23]=1)(=[O:16])=[O:17])[CH3:14]. Procedure details: A solution of piperidine (0.027 g, 0.32 mmol) in dry ethanol (2 ml) at room temperature was treated with aqueous formaldehyde (40%; 0.030g, 0.34 mmol) and glacial acetic acid (0.027 g, 0.45 mmol). The mixture was stirred at room temperature for 30 mins then was added dropwise to a solution of 2-(5-ethylsulphonyl-2-methoxyphenyl)-1H-pyrrole (0.086 g, 0.32 mmol) in dry ethanol (1 ml). The reaction mixture was stirred at room temperature for 18 hours then evaporated in vacuo. Chromatography on alum... The reactants are CC1(N(CCNC1)C(=O)OC(C)(C)C)C (tert-butyl 2,2-dimethylpiperazine-1-carboxylate), ClC=1C=CC(=C(C1)C1=NN(C=C1NC(=O)C=1C=NN2C1N=CC=C2)CC(=O)N2C(CN(CC2)C)C)OC(F)F (N-[3-[5-chloro-2-(difluoromethoxy)phenyl]-1-[2-(2,4-dimethylpiperazin-1-yl)-2-oxoethyl]-1H-pyrazol-4-yl]pyrazolo[1,5-a]pyrimidine-3-carboxamide). Product: ClC=1C=CC(=C(C1)C1=NN(C=C1NC(=O)C=1C=NN2C1N=CC=C2)CC(N2C(CN(CC2)C)(C)C)=O)OC(F)F (N-[3-[5-chloro-2-(difluoromethoxy)phenyl]-1-[2-oxo-2-(2,2,4-trimethylpiperazin-1-yl)ethyl]-1H-pyrazol-4-yl]pyrazolo[1,5-a]pyrimidine-3-carboxamide). Reaction SMILES: [Cl:1][C:2]1[CH:3]=[CH:4][C:5]([O:36][CH:37]([F:39])[F:38])=[C:6]([C:8]2[C:12]([NH:13][C:14]([C:16]3[CH:17]=[N:18][N:19]4[CH:24]=[CH:23][CH:22]=[N:21][C:20]=34)=[O:15])=[CH:11][N:10]([CH2:25][C:26]([N:28]3[CH2:33][CH2:32][N:31]([CH3:34])[CH2:30][CH:29]3[CH3:35])=[O:27])[N:9]=2)[CH:7]=1.[CH3:40]C1(C)CNCCN1C(OC(C)(C)C)=O>>[Cl:1][C:2]1[CH:3]=[CH:4][C:5]([O:36][CH:37]([F:39])[F:38])=[C:6]([C:8]2[C:12]([NH:13][C:14]([C:16]3[CH:17]=[N:18][N:19]4[CH:24]=[CH:23][CH:22]=[N:21][C:20]=34)=[O:15])=[CH:11][N:10]([CH2:25][C:26](=[O:27])[N:28]3[CH2:33][CH2:32][N:31]([CH3:34])[CH2:30][C:29]3([CH3:40])[CH3:35])[N:9]=2)[CH:7]=1. Procedure details: Using synthetic method analoguous to that of N-[3-[5-chloro-2-(difluoromethoxy)phenyl]-1-[2-(2,4-dimethylpiperazin-1-yl)-2-oxoethyl]-1H-pyrazol-4-yl]pyrazolo[1,5-a]pyrimidine-3-carboxamide, the title compound was prepared from tert-butyl 2,2-dimethylpiperazine-1-carboxylate. LCMS (Method 25) [M+H]+=573.2, RT=0.97 min. 1H NMR (300 MHz, DMSO-d6) δ: (ppm) 9.75 (s, 1H), 9.34 (dd, 1H, J=1.2, 6.9 Hz), 8.69-8.68 (m, 2H), 8.27 (s, 1H), 7.62 (dd, 1H, J=2.7, 8.7 Hz), 7.56 (d, 1H, J=2.4 Hz), 7.45 (d, 1H, J...